This data is from the Open Reaction Database (ORD), a public repository of structured organic reaction records. The task is: describe an organic reaction: reactants, conditions, products, and yield Reactants: CC(COC(=O)N[C@@H](C(C)(C)C)C(=O)O)(CCC=C)C (N-{[(2,2-dimethylhex-5-enyl)oxy]carbonyl}-3-methyl-L-valine), C1(CCCCC1)C(=O)OC (methyl cyclohexanecarboxylate). Product: C(CC=C)C1(CCCCC1)COC(=O)N[C@@H](C(C)(C)C)C(=O)O (N-{[(1-But-3-en-1-ylcyclohexyl)methoxy]carbonyl}-3-methyl-L-valine). RXN SMILES: [CH3:1][C:2]([CH3:20])([CH2:16][CH2:17][CH:18]=[CH2:19])[CH2:3][O:4][C:5]([NH:7][C@H:8]([C:13]([OH:15])=[O:14])[C:9]([CH3:12])([CH3:11])[CH3:10])=[O:6].[CH:21]1(C(OC)=O)[CH2:26]CCC[CH2:22]1>>[CH2:16]([C:2]1([CH2:3][O:4][C:5]([NH:7][C@H:8]([C:13]([OH:15])=[O:14])[C:9]([CH3:10])([CH3:11])[CH3:12])=[O:6])[CH2:20][CH2:26][CH2:21][CH2:22][CH2:1]1)[CH2:17][CH:18]=[CH2:19]. Procedure details: N-{[(1-But-3-en-1-ylcyclohexyl)methoxy]carbonyl}-3-methyl-L-valine was prepared according to the procedure for N-{[(2,2-dimethylhex-5-enyl)oxy]carbonyl}-3-methyl-L-valine by using methyl cyclohexanecarboxylate instead of ethyl isobutyrate in Step 1. LRMS (ESI) m/z 326.3 [(M+H)+; calcd for C18H32NO4: 326.2]. The reactants are [Mg] (magnesium), ClC=1C(=C(C=CC1)C1=CC=CC=C1)C (3-chloro-2-methylbiphenyl), ClC=1C(=C(C=CC1)C1=CC=CC=C1)C (3-chloro-2-methylbiphenyl), [Mg] (magnesium), CC1=C(C=CC=C1)C1=CC=CC=C1 (2-methylbiphenyl). Solvent: O1CCCC1 (tetrahydrofuran), O1CCCC1 (tetrahydrofuran). The product is CC1=C(C=CC=C1[Mg]Cl)C1=CC=CC=C1 ((2-methyl[1,1'-biphenyl]-3-yl)magnesium chloride). As a reaction SMILES: [Cl:1]C1C(C)=C(C2C=CC=CC=2)C=CC=1.[Mg:15].[CH3:16][C:17]1[CH:22]=[CH:21][CH:20]=[CH:19][C:18]=1[C:23]1[CH:28]=[CH:27][CH:26]=[CH:25][CH:24]=1>O1CCCC1>[CH3:16][C:17]1[C:22]([Mg:15][Cl:1])=[CH:21][CH:20]=[CH:19][C:18]=1[C:23]1[CH:28]=[CH:27][CH:26]=[CH:25][CH:24]=1. Procedure: Under a nitrogen atmosphere, 101.3 g (0.50 mole) of 3-chloro-2-methylbiphenyl (92% purity) in 75 g of dry tetrahydrofuran was added dropwise over two hours with stirring to a gently refluxing mixture of 13.1 g (0.54 mole) of fresh magnesium turnings, the heel from a previous run containing 0.21 mole of unreacted magnesium, and 75 g of dry tetrahydrofuran in a dry reaction vessel. Upon complete addition, the reaction mixture was heated at reflux for five additional hours. Gas chromatographic anal... The reactants are [H-].[Na+] (sodium hydride), C(C)(C)(C)C1=C(C(=CC=C1)C(C)(C)C)O (2,6-di-tert-butylphenol), C(CCCCCCCCCCCCCCCCC)N1C(C=CC1=O)=O (N-n-octadecylmaleimide). Solvent: C(C)(C)(C)O (tert-butyl alcohol). Product: C(C)(C)(C)C=1C=C(C=C(C1O)C(C)(C)C)C1C(N(C(C1)=O)CCCCCCCCCCCCCCCCCC)=O (3-(3,5-di-tert-butyl-4-hydroxyphenyl)-1-n-octadecylpyrrolidine-2,5-dione). Isolated yield 36.9%. RXN SMILES: [H-].[Na+].[C:3]([C:7]1[CH:12]=[CH:11][CH:10]=[C:9]([C:13]([CH3:16])([CH3:15])[CH3:14])[C:8]=1[OH:17])([CH3:6])([CH3:5])[CH3:4].[CH2:18]([N:36]1[C:40](=[O:41])[CH:39]=[CH:38][C:37]1=[O:42])[CH2:19][CH2:20][CH2:21][CH2:22][CH2:23][CH2:24][CH2:25][CH2:26][CH2:27][CH2:28][CH2:29][CH2:30][CH2:31][CH2:32][CH2:33][CH2:34][CH3:35]>C(O)(C)(C)C>[C:13]([C:9]1[CH:10]=[C:11]([CH:39]2[CH2:38][C:37](=[O:42])[N:36]([CH2:18][CH2:19][CH2:20][CH2:21][CH2:22][CH2:23][CH2:24][CH2:25][CH2:26][CH2:27][CH2:28][CH2:29][CH2:30][CH2:31][CH2:32][CH2:33][CH2:34][CH3:35])[C:40]2=[O:41])[CH:12]=[C:7]([C:3]([CH3:6])([CH3:5])[CH3:4])[C:8]=1[OH:17])([CH3:16])([CH3:15])[CH3:14] |f:0.1|. Procedure: This compound is prepared by the procedure of Example 1 from 2.40 g (0.1 mol) of sodium hydride, 20.63 g (0.1 mol) of 2,6-di-tert-butylphenol, and 34.96 g (0.1 mole) of N-n-octadecylmaleimide in tert-butyl alcohol. The residue is purified by dry-column chromatography (3:1 heptane:ethyl acetate eluent) followed by recrystallization from petroleum ether to give 20.5 g (37%) of a white solid: mp 70°-73° C.